describe an organic reaction: reactants, conditions, products, and yield From a dataset of the Open Reaction Database (ORD), a public repository of structured organic reaction records. Reactants: C1CCOC1, [Li+], CC1CC(NS(=O)(=O)C2CC2)CC1N=C=O, [OH-]. Product: CC1CC(NS(=O)(=O)C2CC2)CC1N. Reaction SMILES: [CH2:19]1[O:20][CH2:21][CH2:22][CH2:23]1.[Li+:18].[N:1](=[C:2]=[O:3])[CH:4]1[CH2:5][CH:6]([NH:10][S:11](=[O:12])(=[O:13])[CH:14]2[CH2:15][CH2:16]2)[CH2:7][CH:8]1[CH3:9].[OH-:17]>>[NH2:1][CH:4]1[CH2:5][CH:6]([NH:10][S:11](=[O:12])(=[O:13])[CH:14]2[CH2:15][CH2:16]2)[CH2:7][CH:8]1[CH3:9]. Reactants: CC1=CC(=NN1)N (5-methyl-1H-pyrazol-3-amine), C([O-])(O)=O.[Na+] (sodium bicarbonate), C1(CC1)C=1C=CC=C2C(=NC(=NC12)C(C1=NC=C(C=C1)F)(F)F)SC (8-cyclopropyl-2-(difluoro(5-fluoropyridin-2-yl)methyl)-4-(methylthio)quinazoline), ClC1=CC(=CC=C1)C(=O)OO (3-chloroperbenzoic acid), S(=S)(=O)([O-])[O-].[Na+].[Na+] (sodium thiosulfate). Solvent: C1CCOC1 (THF), C(Cl)Cl (DCM), C(Cl)Cl (DCM). Run at time 15 minute. Yields the product C1(CC1)C=1C=CC=C2C(=NC(=NC12)C(C1=NC=C(C=C1)F)(F)F)O (8-cyclopropyl-2-(difluoro(5-fluoropyridin-2-yl)methyl)quinazolin-4-ol). The yield is 88.8%. Reaction SMILES: [CH:1]1([C:4]2[CH:5]=[CH:6][CH:7]=[C:8]3[C:13]=2[N:12]=[C:11]([C:14]([F:23])([F:22])[C:15]2[CH:20]=[CH:19][C:18]([F:21])=[CH:17][N:16]=2)[N:10]=[C:9]3SC)[CH2:3][CH2:2]1.ClC1C=CC=C(C(OO)=[O:34])C=1.S([O-])([O-])(=O)=S.[Na+].[Na+].C(=O)(O)[O-].[Na+].CC1NN=C(N)C=1>C(Cl)Cl.C1COCC1>[CH:1]1([C:4]2[CH:5]=[CH:6][CH:7]=[C:8]3[C:13]=2[N:12]=[C:11]([C:14]([F:23])([F:22])[C:15]2[CH:20]=[CH:19][C:18]([F:21])=[CH:17][N:16]=2)[N:10]=[C:9]3[OH:34])[CH2:3][CH2:2]1 |f:2.3.4,5.6|. Reported procedure: To 8-cyclopropyl-2-(difluoro(5-fluoropyridin-2-yl)methyl)-4-(methylthio)quinazoline (150 mg, 0.41 mmol) in DCM (5 mL) cooled to 0° C. was added 3-chloroperbenzoic acid (70%, 42 mg, 0.17 mmol) and the mixture stirred for 15 min. The mixture was diluted with DCM and then a sodium thiosulfate solution, followed by a saturated sodium bicarbonate solution was added. The organic layer was dried over sodium sulfate and concentrated under reduced pressure. To the obtained residue was added THF (4 mL) an... Reactants: ClC=1C=C(C=CC1)C1=CC(=NN1C1=CC(=C(C=C1)F)C#N)C(=O)O (5-(3-Chlorophenyl)-1-(3-cyano-4-fluorophenyl)-1H-pyrazole-3-carboxylic acid), C(C)(C)N(C(C)C)CC (N,N-diisopropylethylamine), ClC=1C=C(C=CC1)N1N=C(C=C1C1=CC(=CC=C1)OCCO)C(=O)N1CNC(C1)=O (1-({1-(3-Chlorophenyl)-5-[3-(2-hydroxyethoxy)phenyl]-1H-pyrazol-3-yl}carbonyl)imidazolidin-4-one). Solvent: C(=O)O (formic acid). The product is ClC=1C=C(C=CC1)C1=CC(=NN1C1=CC(=C(C=C1)F)C#N)C(=O)N1CNC(C1)=O (1-{[5-(3-Chlorophenyl)-1-(3-Cyano-4-fluorophenyl)-1H-pyrazol-3-yl]carbonyl}imidazolidin-4-one). Reaction SMILES: [Cl:1][C:2]1[CH:3]=[C:4]([C:8]2[N:12]([C:13]3[CH:18]=[CH:17][C:16]([F:19])=[C:15]([C:20]#[N:21])[CH:14]=3)[N:11]=[C:10]([C:22](O)=[O:23])[CH:9]=2)[CH:5]=[CH:6][CH:7]=1.C(N(CC)C(C)C)(C)C.ClC1C=C(N2C(C3C=CC=C(OCCO)C=3)=CC(C([N:58]3[CH2:62][C:61](=[O:63])[NH:60][CH2:59]3)=O)=N2)C=CC=1>C(O)=O>[Cl:1][C:2]1[CH:3]=[C:4]([C:8]2[N:12]([C:13]3[CH:18]=[CH:17][C:16]([F:19])=[C:15]([C:20]#[N:21])[CH:14]=3)[N:11]=[C:10]([C:22]([N:58]3[CH2:62][C:61](=[O:63])[NH:60][CH2:59]3)=[O:23])[CH:9]=2)[CH:5]=[CH:6][CH:7]=1. Procedure details: The preparation of the title compound takes place starting from the compound of Example 109A using 3.2 equivalents of N,N-diisopropylethylamine and with the addition of 0.1% formic acid in the preparative HPLC in analogy to the synthesis of the compound of Example 23. 45 mg (77% of theory) of the title compound are obtained.